describe an organic reaction: reactants, conditions, products, and yield From a dataset of the Open Reaction Database (ORD), a public repository of structured organic reaction records. Starting materials: CC1N(CCNC1)C1=C(C=NC=C1)[N+](=O)[O-] (2-methyl-1-(3-nitro-4-pyridyl)piperazine), CN(C)C=O (DMF), [H-].[Na+] (NaH), CI (MeI). Conditions: time 10 minute. Yields the product CC1N(CCN(C1)C)C1=C(C=NC=C1)[N+](=O)[O-] (2,4-dimethyl-1-(3-nitropyridin-4-yl)piperazine). Reaction SMILES: [CH3:1][CH:2]1[CH2:7][NH:6][CH2:5][CH2:4][N:3]1[C:8]1[CH:13]=[CH:12][N:11]=[CH:10][C:9]=1[N+:14]([O-:16])=[O:15].[CH3:17]N(C=O)C.[H-].[Na+].CI>>[CH3:1][CH:2]1[CH2:7][N:6]([CH3:17])[CH2:5][CH2:4][N:3]1[C:8]1[CH:13]=[CH:12][N:11]=[CH:10][C:9]=1[N+:14]([O-:16])=[O:15] |f:2.3|. Reported procedure: To 2-methyl-1-(3-nitro-4-pyridyl)piperazine in DMF (1.5 mL of 0.3 M, 0.4500 mmol) at 0° C. was added NaH (18.00 mg, 0.4500 mmol). The reaction was stirred for 10 mins then MeI (60.68 mg, 26.61 μL, 0.4275 mmol) was added. The reaction mixture was stirred for 4 hours at RT and quenched by the addition of water. The crude was loaded onto a MeOH pre-washed SCX column, rinsed with MeOH and the product was released with methanolic ammonia. The ammonia extracts were concentrated under reduced pressure.... Starting materials: CC(=O)O, CCO, [Fe], [H][H], O=[N+]([O-])c1ccc(F)c([N+](=O)[O-])c1, O, O=[Pt]. Yields the product Nc1cc([N+](=O)[O-])ccc1F. RXN SMILES: [CH3:1][C:2](=[O:3])[OH:4].[CH3:24][CH2:25][OH:26].[Fe:23].[H:19][H:20].[N+:6]([O-:7])(=[O:8])[c:9]1[c:10]([F:18])[cH:11][cH:12][c:13]([N+:15](=[O:16])[O-:17])[cH:14]1.[OH2:5].[Pt:21]=[O:22]>>[NH2:6][c:9]1[c:10]([F:18])[cH:11][cH:12][c:13]([N+:15](=[O:16])[O-:17])[cH:14]1. Starting materials: COC(C(COCC1=CC=CC=C1)C)=O (rac.-methyl-3-benzyloxy-2-methylpropionate), [H-].COCCO[Al+]OCCOC.[Na+].[H-] (sodium bis(2-methoxyethoxy)-aluminum hydride). Product: C(C1=CC=CC=C1)OCC(CO)C (rac. 3-benzyloxy-2-methyl-1-propanol). The yield is 90.5%. RXN SMILES: C[O:2][C:3](=O)[CH:4]([CH3:14])[CH2:5][O:6][CH2:7][C:8]1[CH:13]=[CH:12][CH:11]=[CH:10][CH:9]=1.[H-].COCCO[Al+]OCCOC.[Na+].[H-]>>[CH2:7]([O:6][CH2:5][CH:4]([CH3:14])[CH2:3][OH:2])[C:8]1[CH:13]=[CH:12][CH:11]=[CH:10][CH:9]=1 |f:1.2.3.4|. Procedure details: Reduction of the rac.-methyl-3-benzyloxy-2-methylpropionate was carried out with sodium bis(2-methoxyethoxy)-aluminum hydride using the procedure described in Example 9. Distillation of the crude product afforded the rac. 3-benzyloxy-2-methyl-1-propanol in 90.5% yield as a colorless liquid, b.p. 94°-98° C. (0.1 mm Hg.). The reactants are CSc1nnc(-c2ccccc2)c(C)n1, Nc1ccc(Cl)cc1. The product is Cc1nc(Nc2ccc(Cl)cc2)nnc1-c1ccccc1. As a reaction SMILES: [CH3:1][c:2]1[n:3][c:4]([S:14][CH3:15])[n:5][n:6][c:7]1-[c:8]1[cH:9][cH:10][cH:11][cH:12][cH:13]1.[Cl:16][c:17]1[cH:18][cH:19][c:20]([NH2:21])[cH:22][cH:23]1>>[CH3:1][c:2]1[n:3][c:4]([NH:21][c:20]2[cH:19][cH:18][c:17]([Cl:16])[cH:23][cH:22]2)[n:5][n:6][c:7]1-[c:8]1[cH:9][cH:10][cH:11][cH:12][cH:13]1. Reactants: [Cl-].C(C1=CC=CC=C1)[NH2+]CCCl (N-benzyl-N-(2-chloroethyl)ammonium chloride), ClC1=C(C=CC(=C1)Cl)N=C=S (2,4-dichlorophenyl isothiocyanate). Product: ClC1=C(C=CC(=C1)Cl)N=C1SCCN1CC1=CC=CC=C1 (2-(2,4-dichlorophenylimino)-3-benzyl-1,3-thiazolidine). Reaction SMILES: [Cl-].[CH2:2]([NH2+:9][CH2:10][CH2:11]Cl)[C:3]1[CH:8]=[CH:7][CH:6]=[CH:5][CH:4]=1.[Cl:13][C:14]1[CH:19]=[C:18]([Cl:20])[CH:17]=[CH:16][C:15]=1[N:21]=[C:22]=[S:23]>>[Cl:13][C:14]1[CH:19]=[C:18]([Cl:20])[CH:17]=[CH:16][C:15]=1[N:21]=[C:22]1[N:9]([CH2:2][C:3]2[CH:4]=[CH:5][CH:6]=[CH:7][CH:8]=2)[CH2:10][CH2:11][S:23]1 |f:0.1|. Procedure details: 2-Hydroxyethylamine was reacted with benzyl bromide according to Method B2a to give N-benzyl-N-(2-hydroxyethyl)amine. The alcohol was reacted with SOCl2 according to Method B7c to give N-benzyl-N-(2-chloroethyl)ammonium chloride. The chloroethylamine was reacted with 2,4-dichlorophenyl isothiocyanate to give 2-(2,4-dichlorophenylimino)-3-benzyl-1,3-thiazolidine. The reactants are C(=O)(OC(C)(C)C)N[C@@H](C(=O)O)C(C)(C)O ((R)—N-Boc-2-amino-3-hydroxy-3-methylbutanoic acid), Cl.FC(CN)(F)F (2,2,2-trifluoroethanamine hydrochloride), C(CCl)Cl (EDC), C=1C=CC2=C(C1)N=NN2O (HOBT), CCN(C(C)C)C(C)C (DIEA). Run in C(C)(=O)OCC (ethyl acetate), C(Cl)Cl (DCM). Reaction conditions: time 8 hour. The product is C(C)(C)(C)OC(=O)N[C@H](C(C)(C)O)C(=O)NCC(F)(F)F (N2-(tert-butoxycarbonyl)-3-hydroxy-N-(2,2,2-trifluoroethyl)-D-valinamide). As a reaction SMILES: [C:1]([NH:8][C@H:9]([C:13]([OH:16])([CH3:15])[CH3:14])[C:10]([OH:12])=O)([O:3][C:4]([CH3:7])([CH3:6])[CH3:5])=[O:2].Cl.[F:18][C:19]([F:23])([F:22])[CH2:20][NH2:21].C(Cl)CCl.C1C=CC2N(O)N=NC=2C=1.CCN(C(C)C)C(C)C>C(Cl)Cl.C(OCC)(=O)C>[C:4]([O:3][C:1]([NH:8][C@@H:9]([C:10]([NH:21][CH2:20][C:19]([F:23])([F:22])[F:18])=[O:12])[C:13]([OH:16])([CH3:15])[CH3:14])=[O:2])([CH3:5])([CH3:6])[CH3:7] |f:1.2|. Procedure details: To a vial was added (R)—N-Boc-2-amino-3-hydroxy-3-methylbutanoic acid (CA, 500 mg, 2.144 mmol), 2,2,2-trifluoroethanamine hydrochloride (581 mg, 4.29 mmol), EDC (493 mg, 2.57 mmol), and HOBT (328 mg, 2.144 mmol). The reactants were dissolved in DCM (10 mL) and then DIEA (1.497 mL, 8.57 mmol) was added. The mixture was allowed to stir at RT overnight. The mixture was diluted with ethyl acetate, washed 2× with aqueous sodium hydrogen carbonate and 1× with brine. Aqueous layers were back extracted ... Reactants: CCCCCCCCCC(=O)Cl, ClCCl, CCC(O)(CC)CCN1CCC(c2noc3cc(F)ccc23)CC1. The product is Cl, CCCCCCCCCC(=O)OC(CC)(CC)CCN1CCC(c2noc3cc(F)ccc23)CC1. RXN SMILES: [C:25]([CH2:26][CH2:27][CH2:28][CH2:29][CH2:30][CH2:31][CH2:32][CH2:33][CH3:34])(=[O:35])[Cl:36].[Cl:37][CH2:38][Cl:39].[F:1][c:2]1[cH:3][c:4]2[c:5]([c:6]([CH:9]3[CH2:10][CH2:11][N:12]([CH2:15][CH2:16][C:17]([CH2:18][CH3:19])([CH2:20][CH3:21])[OH:22])[CH2:13][CH2:14]3)[n:7][o:8]2)[cH:23][cH:24]1>>[ClH:36].[F:1][c:2]1[cH:3][c:4]2[c:5]([c:6]([CH:9]3[CH2:10][CH2:11][N:12]([CH2:15][CH2:16][C:17]([CH2:18][CH3:19])([CH2:20][CH3:21])[O:22][C:25]([CH2:26][CH2:27][CH2:28][CH2:29][CH2:30][CH2:31][CH2:32][CH2:33][CH3:34])=[O:35])[CH2:13][CH2:14]3)[n:7][o:8]2)[cH:23][cH:24]1. Reactants: FC(OC1=C(C(=NN1C)C(F)(F)F)C)F (5-difluoromethoxy-1,4-dimethyl-3-trifluoromethyl-1H-pyrazole), C(O)([O-])=O.[Na+] (sodium hydrogen carbonate), ClCl (chlorine). Solvent: C(Cl)(Cl)(Cl)Cl (carbon tetrachloride). The product is ClCC=1C(=NN(C1OC(F)F)C)C(F)(F)F (4-chloromethyl-5-difluoromethoxy-1-methyl-3-trifluoromethyl-1H-pyrazole). RXN SMILES: [F:1][CH:2]([F:15])[O:3][C:4]1[N:8]([CH3:9])[N:7]=[C:6]([C:10]([F:13])([F:12])[F:11])[C:5]=1[CH3:14].C(=O)([O-])O.[Na+].[Cl:21]Cl>C(Cl)(Cl)(Cl)Cl>[Cl:21][CH2:14][C:5]1[C:6]([C:10]([F:13])([F:12])[F:11])=[N:7][N:8]([CH3:9])[C:4]=1[O:3][CH:2]([F:1])[F:15] |f:1.2|. Procedure: To a solution of 1.00 g (4.35 mmol) of 5-difluoromethoxy-1,4-dimethyl-3-trifluoromethyl-1H-pyrazole in 10 ml of carbon tetrachloride was added 0.55 g (6.52 mmol) of sodium hydrogen carbonate, followed by heating and refluxing under stirring. The reaction solution was externally irradiated with a light and chlorine gas was introduced in a suitable amount while the amount of the aimed compound formed was confirmed by gas chromatography. After the completion of the reaction, a gas chromatographic a... Reactants: C(CCC)OC1=C(N(C(C2=CC(=CC=C12)F)=O)CC(C)(C)C)CO (4-butoxy-7-fluoro-3-hydroxymethyl-2-neopentyl-1(2H)-isoquinolinone), S(=O)(Cl)Cl (thionyl chloride), C(O)([O-])=O.[Na+] (sodium hydrogencarbonate). The solvent is O1CCCC1 (tetrahydrofuran), C1(=CC=CC=C1)C (toluene). Yields the product C(CCC)OC1=C(N(C(C2=CC(=CC=C12)F)=O)CC(C)(C)C)CCl (4-butoxy-7-fluoro-3-chloromethyl-2-neopentyl-1(2H)-isoquinolinone). Yield: 82.4%. Reaction SMILES: [CH2:1]([O:5][C:6]1[C:15]2[C:10](=[CH:11][C:12]([F:16])=[CH:13][CH:14]=2)[C:9](=[O:17])[N:8]([CH2:18][C:19]([CH3:22])([CH3:21])[CH3:20])[C:7]=1[CH2:23]O)[CH2:2][CH2:3][CH3:4].S(Cl)([Cl:27])=O.C(=O)([O-])O.[Na+]>O1CCCC1.C1(C)C=CC=CC=1>[CH2:1]([O:5][C:6]1[C:15]2[C:10](=[CH:11][C:12]([F:16])=[CH:13][CH:14]=2)[C:9](=[O:17])[N:8]([CH2:18][C:19]([CH3:22])([CH3:21])[CH3:20])[C:7]=1[CH2:23][Cl:27])[CH2:2][CH2:3][CH3:4] |f:2.3|. Procedure: To a solution of 4-butoxy-7-fluoro-3-hydroxymethyl-2-neopentyl-1(2H)-isoquinolinone (2.35g, 7 mmol) in tetrahydrofuran (10 ml) and toluene (10 ml) was added thionyl chloride (1.0 ml, 14 mmol) and the obtained mixture was refluxed under heating for 2 h. The reaction mixture was poured into saturated aqueous sodium hydrogencarbonate solution and extracted with ethyl acetate. The extract was washed with brine dried over anhydrous magnesium sulfate and concentrated under reduced pressure to give 4-b...